describe an organic reaction: reactants, conditions, products, and yield From a dataset of the Open Reaction Database (ORD), a public repository of structured organic reaction records. Reactants: N#Cc1ccccc1-c1ccc(CBr)cc1, C1COCCO1, COCCN. The product is COCCNCc1ccc(-c2ccccc2C#N)cc1. RXN SMILES: [Br:1][CH2:2][c:3]1[cH:4][cH:5][c:6](-[c:9]2[c:10]([C:15]#[N:16])[cH:11][cH:12][cH:13][cH:14]2)[cH:7][cH:8]1.[CH2:22]1[O:23][CH2:24][CH2:25][O:26][CH2:27]1.[CH3:17][O:18][CH2:19][CH2:20][NH2:21]>>[CH2:2]([c:3]1[cH:4][cH:5][c:6](-[c:9]2[c:10]([C:15]#[N:16])[cH:11][cH:12][cH:13][cH:14]2)[cH:7][cH:8]1)[NH:21][CH2:20][CH2:19][O:18][CH3:17]. Starting materials: C([O-])([O-])=O.[K+].[K+] (potassium carbonate), Cl (hydrochloric acid), C(C)(C)OC(C)C (diisopropyl ether), NC(CCCC(=O)NC1[C@@H]2N(C(=C(CS2)CO)C(=O)[O-])C1=O)C(=O)O.[Na+] (sodium 7-(5-amino-5-carboxypentanamido)-3-hydroxymethyl-3-cephem-4-carboxylate), ClC(=O)OCC (ethyl chloroformate), O (water), C1(=CC=CC=C1)C(=[N+]=[N-])C1=CC=CC=C1 (diphenyldiazomethane). The solvent is CC(=O)C (acetone), CC(=O)C (acetone), CC(=O)C (acetone), C(C)(=O)OCC (ethyl acetate). Reaction conditions: time 45 minute. Product: C(C1=CC=CC=C1)(C1=CC=CC=C1)OC(=O)C(CCCC(=O)NC1[C@@H]2N(C(=C(C(S2)C)O)C(=O)OC(C2=CC=CC=C2)C2=CC=CC=C2)C1=O)NC(=O)OCC (benzhydryl 7-(5-benzhydryloxycarbonyl-5-ethoxycarbonylaminopentanamido)-3-hydroxy-methyl-3-cephem-4-carboxylate). RXN SMILES: [NH2:1][CH:2]([C:23]([OH:25])=[O:24])[CH2:3][CH2:4][CH2:5][C:6]([NH:8][CH:9]1[C:21](=[O:22])[N:11]2C(C([O-])=O)=[C:13](CO)[CH2:14][S:15][C@H:10]12)=[O:7].[Na+].Cl[C:28]([O:30][CH2:31][CH3:32])=[O:29].[C:33](=[O:36])([O-])[O-].[K+].[K+].[C:39]1([C:45]([C:48]2[CH:53]=[CH:52][CH:51]=[CH:50][CH:49]=2)=[N+]=[N-])[CH:44]=[CH:43][CH:42]=[CH:41][CH:40]=1.Cl.[CH:55]([O:58][CH:59]([CH3:61])[CH3:60])([CH3:57])C.[OH2:62]>CC(C)=O.C(OCC)(=O)C>[CH:45]([O:25][C:23]([CH:2]([NH:1][C:28]([O:30][CH2:31][CH3:32])=[O:29])[CH2:3][CH2:4][CH2:5][C:6]([NH:8][CH:9]1[C:21](=[O:22])[N:11]2[C:57]([C:55]([O:58][CH:59]([C:60]3[CH:52]=[CH:53][CH:48]=[CH:49][CH:50]=3)[C:61]3[CH:43]=[CH:44][CH:39]=[CH:40][CH:41]=3)=[O:62])=[C:33]([OH:36])[CH:14]([CH3:13])[S:15][C@H:10]12)=[O:7])=[O:24])([C:48]1[CH:53]=[CH:52][CH:51]=[CH:50][CH:49]=1)[C:39]1[CH:44]=[CH:43][CH:42]=[CH:41][CH:40]=1 |f:0.1,3.4.5|. Reported procedure: To a solution of sodium 7-(5-amino-5-carboxypentanamido)-3-hydroxymethyl-3-cephem-4-carboxylate (10 g) in water (50 ml) and acetone (30 ml) was added ethyl chloroformate (7.14 g), and the mixture was stirred at 7°-8° C. for 45 minutes while maintaining the pH value at 7.8-8 with 40% aqueous potassium carbonate. To the solution was added diphenyldiazomethane (14.7 g) in ethyl acetate (122 ml), and the mixture was stirred at ambient temperature for an hour while maintaining the pH value at 2.5 wit... The reactants are ClC1=C(C=C(C(=O)N(C)OC)C=C1)S(=O)(=O)C (4-chloro-N-methoxy-N-methyl-3-(methylsulfonyl)benzamide), C[Mg]Br (Methylmagnesiumbromide). The solvent is O1CCCC1 (tetrahydrofuran). Run at time 3 hour. Yields the product ClC1=C(C=C(C=C1)C(C)=O)S(=O)(=O)C (1-(4-Chloro-3-(methylsulfonyl)phenyl)ethanone). As a reaction SMILES: [Cl:1][C:2]1[CH:13]=[CH:12][C:5]([C:6](N(OC)C)=[O:7])=[CH:4][C:3]=1[S:14]([CH3:17])(=[O:16])=[O:15].[CH3:18][Mg]Br>O1CCCC1>[Cl:1][C:2]1[CH:13]=[CH:12][C:5]([C:6](=[O:7])[CH3:18])=[CH:4][C:3]=1[S:14]([CH3:17])(=[O:16])=[O:15]. Procedure details: A round bottom flask was charged with 4-chloro-N-methoxy-N-methyl-3-(methylsulfonyl)benzamide (18.0 g, 64.9 mmol) and tetrahydrofuran (200 mL) at 0° C. Methylmagnesiumbromide (1M solution in THF, 78 mL, 78 mmol) was added slowly and the reaction was stirred for 3 h at that temperature. The reaction was then quenched with aqueous ammonium chloride solution and extracted with ethyl acetate. The organic layers were concentrated under reduced pressure and the residue was purified by flash chromatogr...